From a dataset of the Open Reaction Database (ORD), a public repository of structured organic reaction records. describe an organic reaction: reactants, conditions, products, and yield Reactants: resultant mixture, P(=O)([O-])([O-])[O-].[K+].[K+].[K+] (tripotassium phosphate), FC1=CC=C(C=C1)B(O)O ((4-fluorophenyl)boronic acid), C1(CCCCC1)P(C1CCCCC1)C1CCCCC1 (tricyclohexylphosphine), BrC1=C(C=C(C(=O)OCC)C=C1OCC)OCC (ethyl 4-bromo-3,5-diethoxybenzoate). The reagents and catalysts are C(C)(=O)[O-].[Pd+2].C(C)(=O)[O-] (Palladium acetate). The solvent is O (water), C1(=CC=CC=C1)C (toluene), O (water). Run at temperature 90 celsius, time 8 hour. The product is C(C)OC1=C(C(=CC(=C1)C(=O)OCC)OCC)C1=CC=C(C=C1)F (Ethyl 2,6-diethoxy-4′-fluorobiphenyl-4-carboxylate). Isolated yield 86.7%. As a reaction SMILES: P([O-])([O-])([O-])=O.[K+].[K+].[K+].[F:9][C:10]1[CH:15]=[CH:14][C:13](B(O)O)=[CH:12][CH:11]=1.C1(P(C2CCCCC2)C2CCCCC2)CCCCC1.Br[C:39]1[C:49]([O:50][CH2:51][CH3:52])=[CH:48][C:42]([C:43]([O:45][CH2:46][CH3:47])=[O:44])=[CH:41][C:40]=1[O:53][CH2:54][CH3:55]>C1(C)C=CC=CC=1.O.C([O-])(=O)C.[Pd+2].C([O-])(=O)C>[CH2:54]([O:53][C:40]1[CH:41]=[C:42]([C:43]([O:45][CH2:46][CH3:47])=[O:44])[CH:48]=[C:49]([O:50][CH2:51][CH3:52])[C:39]=1[C:13]1[CH:14]=[CH:15][C:10]([F:9])=[CH:11][CH:12]=1)[CH3:55] |f:0.1.2.3,9.10.11|. Procedure details: Palladium acetate (1.98 g), tripotassium phosphate (112 g), (4-fluorophenyl)boronic acid (43.1 g), and tricyclohexylphosphine (20% toluene solution, 31.2 mL) were added to a mixture of ethyl 4-bromo-3,5-diethoxybenzoate (55.8 g) in toluene (300 mL) and water (150 mL), and the resultant mixture was heated with stirring overnight at 90° C. in an argon atmosphere. The reaction mixture was allowed to cool to room temperature, and then, water was added thereto, followed by extraction with ethyl aceta... Reactants: CO (MeOH), C(=O)(C(F)(F)F)O (TFA), C(C)(C)(C)OC(=O)N1CCC(CC1)C1=CC(=C(C=C1)NC(=O)C=1N(C=C(N1)C#N)COCC[Si](C)(C)C)C1=CCC(CC1)(C)C (4-[4-{[4-cyano-1-(2-trimethylsilanyl-ethoxymethyl)-1H-imidazole-2-carbonyl]-amino}-3-(4,4-dimethyl-cyclohex-1-enyl)-phenyl]-piperidine-1-carboxylic acid tert-butyl ester). Solvent: C(Cl)Cl (CH2Cl2). Product: CC1(CC=C(CC1)C1=C(C=CC(=C1)C1CCNCC1)NC(=O)C=1NC=C(N1)C#N)C (4-Cyano-1H-imidazole-2-carboxylic acid[2-(4,4-dimethyl-cyclohex-1-enyl)-4-piperidin-4-yl-phenyl]-amide). Yield: 88.5%. RXN SMILES: C(OC([N:8]1[CH2:13][CH2:12][CH:11]([C:14]2[CH:19]=[CH:18][C:17]([NH:20][C:21]([C:23]3[N:24](COCC[Si](C)(C)C)[CH:25]=[C:26]([C:28]#[N:29])[N:27]=3)=[O:22])=[C:16]([C:38]3[CH2:43][CH2:42][C:41]([CH3:45])([CH3:44])[CH2:40][CH:39]=3)[CH:15]=2)[CH2:10][CH2:9]1)=O)(C)(C)C.CO.C(O)(C(F)(F)F)=O>C(Cl)Cl>[CH3:44][C:41]1([CH3:45])[CH2:42][CH2:43][C:38]([C:16]2[CH:15]=[C:14]([CH:11]3[CH2:10][CH2:9][NH:8][CH2:13][CH2:12]3)[CH:19]=[CH:18][C:17]=2[NH:20][C:21]([C:23]2[NH:24][CH:25]=[C:26]([C:28]#[N:29])[N:27]=2)=[O:22])=[CH:39][CH2:40]1. Reported procedure: A solution of 124 mg (0.196 mmol) 4-[4-{[4-cyano-1-(2-trimethylsilanyl-ethoxymethyl)-1H-imidazole-2-carbonyl]-amino}-3-(4,4-dimethyl-cyclohex-1-enyl)-phenyl]-piperidine-1-carboxylic acid tert-butyl ester (as prepared in the previous step) in 10 mL CH2Cl2 was treated with 200 μL MeOH and 3 mL TFA at RT for 3.5 h. Solvents were evaporated in vacuo. The residue was taken up in CH2Cl2 (30 mL) and washed with saturated aqueous NaHCO3 (1×20 mL). The organic layer was dried (MgSO4) and concentrated in ... Starting materials: CCO, Cc1ccccc1C(=O)Nc1ccc(C(=O)N2CCCC(N=[N+]=[N-])c3ccccc32)cc1. Product: Cc1ccccc1C(=O)Nc1ccc(C(=O)N2CCCC(N)c3ccccc32)cc1. RXN SMILES: [CH3:33][CH2:34][OH:35].[N:1](=[N+:2]=[N-:3])[CH:4]1[CH2:5][CH2:6][CH2:7][N:8]([C:15]([c:16]2[cH:17][cH:18][c:19]([NH:22][C:23]([c:24]3[c:25]([CH3:30])[cH:26][cH:27][cH:28][cH:29]3)=[O:31])[cH:20][cH:21]2)=[O:32])[c:9]2[c:10]1[cH:11][cH:12][cH:13][cH:14]2>>[NH2:1][CH:4]1[CH2:5][CH2:6][CH2:7][N:8]([C:15]([c:16]2[cH:17][cH:18][c:19]([NH:22][C:23]([c:24]3[c:25]([CH3:30])[cH:26][cH:27][cH:28][cH:29]3)=[O:31])[cH:20][cH:21]2)=[O:32])[c:9]2[c:10]1[cH:11][cH:12][cH:13][cH:14]2. The product is C(C)(C)(C)O[C@H](C(=O)OCC)C1=C(C2=C(N=C(S2)C2=CC=C3C(=NN(C3=C2)C)C=2CCN(CC2)C)C=C1C)C1=CC=C(C=C1)Cl ((S)-ethyl 2-tert-butoxy-2-(7-(4-chlorophenyl)-5-methyl-2-(1-methyl-3-(1-methyl-1,2,3,6-tetrahydropyridin-4-yl)-1H-indazol-6-yl)benzo[d]thiazol-6-yl)acetate). Reagents/catalysts: C=1C=CC(=CC1)[P](C=2C=CC=CC2)(C=3C=CC=CC3)[Pd]([P](C=4C=CC=CC4)(C=5C=CC=CC5)C=6C=CC=CC6)([P](C=7C=CC=CC7)(C=8C=CC=CC8)C=9C=CC=CC9)[P](C=1C=CC=CC1)(C=1C=CC=CC1)C=1C=CC=CC1 (Pd(PPh3)4). Procedure details: A vial was charged with (S)-ethyl 2-(2-(3-bromo-1-methyl-1H-indazol-6-yl)-7-(4-chlorophenyl)-5-methylbenzo[d]thiazol-6-yl)-2-tert-butoxyacetate (36 mg, 57 mmol), 1-methyl-4-(4,4,5,5-tetramethyl-1,3,2-dioxaborolan-2-yl)-1,2,3,6-tetrahydropyridine (13 mg, 57 mmol), KHCO3 (6.3 mg, 63 μmol), Pd(PPh3)4 (6.7 mg, 5.7 mmol), 2 M aq K2CO3 (250 mL), and dioxane (1 mL). The vessel was sealed and heated to 100° C. for 1 h. The reaction was cooled to 23° C., and filtered (0.45 micron teflon syringe filter). ... As a reaction SMILES: Br[C:2]1[C:10]2[C:5](=[CH:6][C:7]([C:11]3[S:12][C:13]4[C:19]([C:20]5[CH:25]=[CH:24][C:23]([Cl:26])=[CH:22][CH:21]=5)=[C:18]([C@H:27]([O:33][C:34]([CH3:37])([CH3:36])[CH3:35])[C:28]([O:30][CH2:31][CH3:32])=[O:29])[C:17]([CH3:38])=[CH:16][C:14]=4[N:15]=3)=[CH:8][CH:9]=2)[N:4]([CH3:39])[N:3]=1.[CH3:40][N:41]1[CH2:46][CH:45]=[C:44](B2OC(C)(C)C(C)(C)O2)[CH2:43][CH2:42]1.C([O-])([O-])=O.[K+].[K+]>C1C=CC([P]([Pd]([P](C2C=CC=CC=2)(C2C=CC=CC=2)C2C=CC=CC=2)([P](C2C=CC=CC=2)(C2C=CC=CC=2)C2C=CC=CC=2)[P](C2C=CC=CC=2)(C2C=CC=CC=2)C2C=CC=CC=2)(C2C=CC=CC=2)C2C=CC=CC=2)=CC=1.O1CCOCC1>[C:34]([O:33][C@@H:27]([C:18]1[C:17]([CH3:38])=[CH:16][C:14]2[N:15]=[C:11]([C:7]3[CH:6]=[C:5]4[C:10]([C:2]([C:44]5[CH2:45][CH2:46][N:41]([CH3:40])[CH2:42][CH:43]=5)=[N:3][N:4]4[CH3:39])=[CH:9][CH:8]=3)[S:12][C:13]=2[C:19]=1[C:20]1[CH:25]=[CH:24][C:23]([Cl:26])=[CH:22][CH:21]=1)[C:28]([O:30][CH2:31][CH3:32])=[O:29])([CH3:37])([CH3:36])[CH3:35] |f:2.3.4,^1:65,67,86,105|. Starting materials: BrC1=NN(C2=CC(=CC=C12)C=1SC2=C(N1)C=C(C(=C2C2=CC=C(C=C2)Cl)[C@@H](C(=O)OCC)OC(C)(C)C)C)C ((S)-ethyl 2-(2-(3-bromo-1-methyl-1H-indazol-6-yl)-7-(4-chlorophenyl)-5-methylbenzo[d]thiazol-6-yl)-2-tert-butoxyacetate), CN1CCC(=CC1)B1OC(C(O1)(C)C)(C)C (1-methyl-4-(4,4,5,5-tetramethyl-1,3,2-dioxaborolan-2-yl)-1,2,3,6-tetrahydropyridine), KHCO3, C(=O)([O-])[O-].[K+].[K+] (K2CO3). Run in O1CCOCC1 (dioxane). Conditions: temperature 100 celsius. The reactants are FC(C=1C=C(CN2C(O[C@@H]([C@H]2C)C2=C(C=CC(=C2)C(F)(F)F)I)=O)C=C(C1)C(F)(F)F)(F)F ((4R,5R)-3-[3,5-bis(trifluoromethyl)benzyl]-5-[2-iodo-5-(trifluoromethyl)phenyl]-4-methyl-1,3-oxazolidin-2-one), C(C)(C)C=1C=CC(=C(C1)B(O)O)OC ((5-isopropyl-2-methoxyphenyl)boronic acid). The product is FC(C=1C=C(CN2C(O[C@@H]([C@H]2C)C2=C(C=CC(=C2)C(F)(F)F)C2=C(C=CC(=C2)C(C)C)OC)=O)C=C(C1)C(F)(F)F)(F)F ((4R,5R)-3-[3,5-bis(trifluoromethyl)benzyl]-5-[5′-isopropyl-2′-methoxy-4-(trifluoromethyl)biphenyl-2-yl]-4-methyl-1,3-oxazolidin-2-one). As a reaction SMILES: [F:1][C:2]([F:33])([F:32])[C:3]1[CH:4]=[C:5]([CH:25]=[C:26]([C:28]([F:31])([F:30])[F:29])[CH:27]=1)[CH2:6][N:7]1[C@H:11]([CH3:12])[C@@H:10]([C:13]2[CH:18]=[C:17]([C:19]([F:22])([F:21])[F:20])[CH:16]=[CH:15][C:14]=2I)[O:9][C:8]1=[O:24].[CH:34]([C:37]1[CH:38]=[CH:39][C:40]([O:46][CH3:47])=[C:41](B(O)O)[CH:42]=1)([CH3:36])[CH3:35]>>[F:1][C:2]([F:33])([F:32])[C:3]1[CH:4]=[C:5]([CH:25]=[C:26]([C:28]([F:31])([F:30])[F:29])[CH:27]=1)[CH2:6][N:7]1[C@H:11]([CH3:12])[C@@H:10]([C:13]2[CH:18]=[C:17]([C:19]([F:22])([F:21])[F:20])[CH:16]=[CH:15][C:14]=2[C:41]2[CH:42]=[C:37]([CH:34]([CH3:36])[CH3:35])[CH:38]=[CH:39][C:40]=2[O:46][CH3:47])[O:9][C:8]1=[O:24]. Procedure: Following the procedure described in EXAMPLE 81, 41 mg of (4R,5R)-3-[3,5-bis(trifluoromethyl)benzyl]-5-[2-iodo-5-(trifluoromethyl)phenyl]-4-methyl-1,3-oxazolidin-2-one and 17 mg of (5-isopropyl-2-methoxyphenyl)boronic acid gave title compound. Mass spectrum (ESI) 620.4 (M+1). 1H NMR signals are doubled because of atropoisomerism. 1H NMR (500 MHz, CDCl3): δ 7.53-7.80 (m, 5H), 7.33 (d, J=8 Hz, 1H), 7.21-7.29 (m, 1H), 7.00, 6.76 (d, J=2.5 Hz, 1H), 6.91, 6.86 (d, J=8.5 Hz, 0.4H), 5.15, 5.10 (d, J=4.... Starting materials: [N+](=O)([O-])C=1C=C2C(C(=O)OC2=O)=CC1 (4-nitrophthalic anhydride), C(C)N1C(=CC2=CC=CC=C12)C (1-ethyl-2-methylindole). Run in C(CCl)Cl (ethylene dichloride). Yields the product C(C)N1C(=C(C2=CC=CC=C12)C(=O)C1=C(C(=O)O)C=C(C=C1)[N+](=O)[O-])C (2-[(1-ethyl-2-methyl-3-indolyl)carbonyl]-5-nitrobenzoic acid). Isolated yield 57.2%. As a reaction SMILES: [N+:1]([C:4]1[CH:5]=[C:6]2[C:11](=[O:12])[O:10][C:8](=[O:9])[C:7]2=[CH:13][CH:14]=1)([O-:3])=[O:2].[CH2:15]([N:17]1[C:25]2[C:20](=[CH:21][CH:22]=[CH:23][CH:24]=2)[CH:19]=[C:18]1[CH3:26])[CH3:16]>C(Cl)CCl>[CH2:15]([N:17]1[C:25]2[C:20](=[CH:21][CH:22]=[CH:23][CH:24]=2)[C:19]([C:8]([C:7]2[CH:13]=[CH:14][C:4]([N+:1]([O-:3])=[O:2])=[CH:5][C:6]=2[C:11]([OH:10])=[O:12])=[O:9])=[C:18]1[CH3:26])[CH3:16]. Procedure details: A solution of 67.2 g (0.4 mole) of 4-nitrophthalic anhydride and 63.0 g (0.32 mole) of 80.6 percent active 1-ethyl-2-methylindole in 50 ml of ethylene dichloride was heated at reflux for two hours. The reaction mixture was then allowed to cool to room temperature. The yellow precipitate which separated was collected by filtration, washed with fresh ethylene dichloride and dried to obtain 64.5 g of 2-[(1-ethyl-2-methyl-3-indolyl)carbonyl]-5-nitrobenzoic acid (Formula VIII: R0 =R2 =R3 =Y1 =H; R1 =... The reactants are C(CCCCCCCCCCCCC)OC1=CC=C(O1)C(=O)O (5-tetradecyloxy-2-furoic acid), C([O-])([O-])=O.[K+].[K+] (potassium carbonate), CN(C=O)C (dimethyl formamide), C(C)I (ethyl iodide), 5-tetradecyloxy-2-furoic acid ethyl. Solvent: O (water). Reaction conditions: temperature 50 celsius, time 8 hour. Product: C(C)OC(=O)C=1OC(=CC1)OCCCCCCCCCCCCCC (5-Tetradecyloxy-2-furoic acid ethyl ester). RXN SMILES: [CH2:1]([O:15][C:16]1[O:20][C:19]([C:21]([OH:23])=[O:22])=[CH:18][CH:17]=1)[CH2:2][CH2:3][CH2:4][CH2:5][CH2:6][CH2:7][CH2:8][CH2:9][CH2:10][CH2:11][CH2:12][CH2:13][CH3:14].C(=O)([O-])[O-].[K+].[K+].CN(C)C=O.[CH2:35](I)[CH3:36]>O>[CH2:35]([O:22][C:21]([C:19]1[O:20][C:16]([O:15][CH2:1][CH2:2][CH2:3][CH2:4][CH2:5][CH2:6][CH2:7][CH2:8][CH2:9][CH2:10][CH2:11][CH2:12][CH2:13][CH3:14])=[CH:17][CH:18]=1)=[O:23])[CH3:36] |f:1.2.3|. Procedure: A mixture of 10.0 g (0.031 mole) of 5-tetradecyloxy-2-furoic acid, 4.3 g (0.034 mole) of potassium carbonate, and dimethyl formamide is stirred at room temperature after which 15.6 g (0.10 mole) of ethyl iodide is added. The mixture is heated to 50° C with stirring overnight then poured into water and extracted with ether. The ether layer is washed with water and salt water then dried over sodium sulfate, filtered, and the ether is distilled off and replaced by ethanol. Upon cooling the ethanol ...